From a dataset of the Open Reaction Database (ORD), a public repository of structured organic reaction records. describe an organic reaction: reactants, conditions, products, and yield The reactants are O=C([O-])[O-], Cc1ccccc1-c1ccc(C(=O)O)cc1, CC(C)NC(C)C, O=C(Cl)C(=O)Cl, ClCCl, [K+], [K+], CN(C)C=O. Product: Cc1ccccc1-c1ccc(C(=O)N(C(C)C)C(C)C)cc1. As a reaction SMILES: [C:23](=[O:24])([O-:25])[O-:26].[CH3:1][c:2]1[c:3](-[c:8]2[cH:9][cH:10][c:11]([C:12](=[O:13])[OH:14])[cH:15][cH:16]2)[cH:4][cH:5][cH:6][cH:7]1.[CH:29]([CH3:30])([CH3:31])[NH:32][CH:33]([CH3:34])[CH3:35].[Cl:17][C:18]([C:19]([Cl:20])=[O:21])=[O:22].[Cl:36][CH2:37][Cl:38].[K+:27].[K+:28].[O:39]=[CH:40][N:41]([CH3:42])[CH3:43]>>[CH3:1][c:2]1[c:3](-[c:8]2[cH:9][cH:10][c:11]([C:12](=[O:14])[N:32]([CH:29]([CH3:30])[CH3:31])[CH:33]([CH3:34])[CH3:35])[cH:15][cH:16]2)[cH:4][cH:5][cH:6][cH:7]1.